Dataset: the Open Reaction Database (ORD), a public repository of structured organic reaction records. Task: describe an organic reaction: reactants, conditions, products, and yield Starting materials: C1(CCCC2=CC=CC=C12)C(=O)O (1,2,3,4-tetrahydronaphthalene-1-carboxylic acid), ClC1=CC=C(C=C1)CNC1=CC=C(C=C1)C(C)C ([(4-chlorophenyl)methyl](4-isopropylphenyl)amine). Product: ClC1=CC=C(C=C1)CN(C(=O)C1CCCC2=CC=CC=C12)C1=CC=C(C=C1)C(C)C (N-[(4-chlorophenyl) methyl]-N-(4-isopropylphenyl)-1,2,3,4-tetrahydronaphthalene-1-carboxamide). The yield is 4.8%. RXN SMILES: [CH:1]1([C:11]([OH:13])=O)[C:10]2[C:5](=[CH:6][CH:7]=[CH:8][CH:9]=2)[CH2:4][CH2:3][CH2:2]1.[Cl:14][C:15]1[CH:20]=[CH:19][C:18]([CH2:21][NH:22][C:23]2[CH:28]=[CH:27][C:26]([CH:29]([CH3:31])[CH3:30])=[CH:25][CH:24]=2)=[CH:17][CH:16]=1>>[Cl:14][C:15]1[CH:16]=[CH:17][C:18]([CH2:21][N:22]([C:23]2[CH:24]=[CH:25][C:26]([CH:29]([CH3:31])[CH3:30])=[CH:27][CH:28]=2)[C:11]([CH:1]2[C:10]3[C:5](=[CH:6][CH:7]=[CH:8][CH:9]=3)[CH2:4][CH2:3][CH2:2]2)=[O:13])=[CH:19][CH:20]=1. Reported procedure: By the reaction and treatment in the same manner as in Example 1 using 1,2,3,4-tetrahydronaphthalene-1-carboxylic acid (1.0 g) and [(4-chlorophenyl)methyl](4-isopropylphenyl)amine (1.3 g) as starting materials, N-[(4-chlorophenyl) methyl]-N-(4-isopropylphenyl)-1,2,3,4-tetrahydronaphthalene-1-carboxamide (0.1 g) was obtained. melting point: 122-123° C. Reactants: COC(CCC=1C=NC=CC1)=O (3-(3-pyridyl)-propionic acid methyl ester), C1(=CC=CC=C1)C(N1CCC(CC1)CCCCN)C1=CC=CC=C1 (4-(1-diphenylmethyl-piperidin-4-yl)-butylamine), C[O-].[Na+] (sodium methylate). Conditions: temperature 102 celsius. The solvent is CO (methanol), C1(=CC=CC=C1)C (toluene). RXN SMILES: CO[C:3](=[O:12])[CH2:4][CH2:5][C:6]1[CH:7]=[N:8][CH:9]=[CH:10][CH:11]=1.[C:13]1([CH:19]([C:31]2[CH:36]=[CH:35][CH:34]=[CH:33][CH:32]=2)[N:20]2[CH2:25][CH2:24][CH:23]([CH2:26][CH2:27][CH2:28][CH2:29][NH2:30])[CH2:22][CH2:21]2)[CH:18]=[CH:17][CH:16]=[CH:15][CH:14]=1.C[O-].[Na+]>CO.C1(C)C=CC=CC=1>[C:13]1([CH:19]([C:31]2[CH:36]=[CH:35][CH:34]=[CH:33][CH:32]=2)[N:20]2[CH2:25][CH2:24][CH:23]([CH2:26][CH2:27][CH2:28][CH2:29][NH:30][C:3](=[O:12])[CH2:4][CH2:5][C:6]3[CH:7]=[N:8][CH:9]=[CH:10][CH:11]=3)[CH2:22][CH2:21]2)[CH:14]=[CH:15][CH:16]=[CH:17][CH:18]=1 |f:2.3|. Procedure: 21.6 g (131 mmol) 3-(3-pyridyl)-propionic acid methyl ester, 35.1 g (109 mmol) 4-(1-diphenylmethyl-piperidin-4-yl)-butylamine and 9.8 g (54.5 mmol) 30% sodium methylate solution in methanol are heated to boiling in 480 ml toluene for five hours. Subsequently, 30 ml of solvent is distilled off, sodium methylate precipitates thereby, and the temperature of the suspension increases under heavy foaming to 102° C. The mixture is cooled to 70-80° C. and extracted twice with 45 ml and 30 ml water. The ... The product is C1(=CC=CC=C1)C(N1CCC(CC1)CCCCNC(CCC=1C=NC=CC1)=O)C1=CC=CC=C1 (N-[4-(1-diphenylmethyl-piperidin-4-yl)-butyl]-3-(pyridin-3-yl)-propionamide). The reactants are CCCCNC(=O)NS(=O)(=O)c1cc(Cl)ccc1C(=O)OC(C)C, O=C(Cl)Cl, Cc1ccccc1C. The product is CC(C)OC(=O)c1ccc(Cl)cc1S(=O)(=O)N=C=O. As a reaction SMILES: [CH3:1][CH:2]([CH3:3])[O:4][C:5]([c:6]1[c:7]([S:13](=[O:14])(=[O:15])[NH:16][C:17](=[O:18])[NH:19][CH2:20][CH2:21][CH2:22][CH3:23])[cH:8][c:9]([Cl:12])[cH:10][cH:11]1)=[O:24].[Cl:25][C:26](=[O:27])[Cl:28].[c:29]1([CH3:30])[c:31]([CH3:32])[cH:33][cH:34][cH:35][cH:36]1>>[CH3:1][CH:2]([CH3:3])[O:4][C:5]([c:6]1[c:7]([S:13](=[O:14])(=[O:15])[N:16]=[C:17]=[O:18])[cH:8][c:9]([Cl:12])[cH:10][cH:11]1)=[O:24]. The reactants are IC=1C=C2C(C(=O)OC2=O)=CC1 (4-iodophthalic anhydride), C(C)(=O)OC(C)=O (acetic anhydride), NC1=CC=CC=C1 (aniline), N1=CC=CC=C1 (pyridine). Run in CO (MeOH), CC(=O)N(C)C (DMAc). Conditions: temperature 80 celsius. The product is IC=1C=C2C(C(=O)N(C2=O)C2=CC=CC=C2)=CC1 (4-Iodo-N-phenylphthalimide). The yield is 76.9%. Reaction SMILES: [I:1][C:2]1[CH:3]=[C:4]2[C:9](=[O:10])[O:8][C:6](=O)[C:5]2=[CH:11][CH:12]=1.[NH2:13][C:14]1[CH:19]=[CH:18][CH:17]=[CH:16][CH:15]=1.N1C=CC=CC=1.C(OC(=O)C)(=O)C>CO.CC(N(C)C)=O>[I:1][C:2]1[CH:3]=[C:4]2[C:9](=[O:10])[N:13]([C:14]3[CH:19]=[CH:18][CH:17]=[CH:16][CH:15]=3)[C:6](=[O:8])[C:5]2=[CH:11][CH:12]=1. Procedure: As described above, 4-iodophthalic anhydride (2.0 g, 7.3 mmol), aniline (665 μL, 7.3 mmol), pyridine (2.1 mL, 25.5 mmol) and DMAc (10 mL) were heated at 80° C. for 2 hours, followed by continued heating in the presence of acetic anhydride (2.75 mL, 29.2 mmol) for 16 hours. MeOH (5 mL) was added to the warm solution which was then cooled to room temperature. The crystalline solid was removed by filtration, washed with MeOH and dried in vacuo to give 1.96 g (77%) product. The filtrate was concentr... Reactants: [OH-].[K+] (potassium hydroxide), N1(C=NC=C1)C1=CC=C(C=C1)O (4-(1H-imidazol-1-yl)phenol), Cl.C(C)N(CCCl)CC (2-diethylaminoethyl chloride hydrochloride). Run in CO (methanol). The product is C(C)N(CCOC1=CC=C(C=C1)N1C=NC=C1)CC (N,N-Diethyl-2-[4-(1H-imidazol-1-yl)phenoxy]ethanamine). RXN SMILES: [N:1]1([C:6]2[CH:11]=[CH:10][C:9]([OH:12])=[CH:8][CH:7]=2)[CH:5]=[CH:4][N:3]=[CH:2]1.[OH-].[K+].Cl.[CH2:16]([N:18]([CH2:22][CH3:23])[CH2:19][CH2:20]Cl)[CH3:17]>CO>[CH2:16]([N:18]([CH2:22][CH3:23])[CH2:19][CH2:20][O:12][C:9]1[CH:10]=[CH:11][C:6]([N:1]2[CH:5]=[CH:4][N:3]=[CH:2]2)=[CH:7][CH:8]=1)[CH3:17] |f:1.2,3.4|. Procedure details: Dissolve 4-(1H-imidazol-1-yl)phenol (4.02 g, 25.1 mmol) in methanol (100 mL) containing potassium hydroxide (3.52 g, 62.74 mmol). Add 2-diethylaminoethyl chloride hydrochloride to this mixture and heat to reflux under nitrogen overnight. Cool the mixture and concentrate in vacuo. Dissolve the residue in water (50mL) and adjust the pH to 13 with 1N NaOH solution. Wash with 2×100 mL of methylene chloride, combine, dry (Na2SO4) and concentrate in vacuo. This residue is dissolved in ethanol and 37% ... The reactants are O=C(n1ccnc1)n1ccnc1, C1CCOC1, CCOC(C)=O, Nc1ccc(Cl)cc1C(O)(C#Cc1ccccc1)C(F)(F)Cl. Product: O=C1Nc2ccc(Cl)cc2C(C#Cc2ccccc2)(C(F)(F)Cl)O1. RXN SMILES: [C:28]([n:29]1[cH:30][cH:31][n:32][cH:33]1)([n:34]1[cH:35][cH:36][n:37][cH:38]1)=[O:39].[CH2:23]1[CH2:25][CH2:24][CH2:26][O:27]1.[CH3:40][CH2:41][O:42][C:43]([CH3:44])=[O:45].[NH2:1][c:2]1[c:3]([C:9]([C:10]([F:11])([F:12])[Cl:13])([C:14]#[C:15][c:16]2[cH:17][cH:18][cH:19][cH:20][cH:21]2)[OH:22])[cH:4][c:5]([Cl:8])[cH:6][cH:7]1>>[NH:1]1[c:2]2[c:3]([cH:4][c:5]([Cl:8])[cH:6][cH:7]2)[C:9]([C:10]([F:11])([F:12])[Cl:13])([C:14]#[C:15][c:16]2[cH:17][cH:18][cH:19][cH:20][cH:21]2)[O:22][C:26]1=[O:27]. Starting materials: [Al+3], [Cl-], [Cl-], [Cl-], ClCCl, COc1ccc(C=O)c(F)c1. Product: O=Cc1ccc(O)cc1F. Reaction SMILES: [Al+3:13].[Cl-:12].[Cl-:14].[Cl-:15].[Cl:16][CH2:17][Cl:18].[F:1][c:2]1[c:3]([CH:4]=[O:5])[cH:6][cH:7][c:8]([O:10][CH3:11])[cH:9]1>>[F:1][c:2]1[c:3]([CH:4]=[O:5])[cH:6][cH:7][c:8]([OH:10])[cH:9]1. Reactants: NC=1C=NC2=CC(=CN=C2C1NCC(C)(O)C)Br (1-[(3-amino-7-bromo[1,5]naphthyridin-4-yl)amino]-2-methylpropan-2-ol), C(C)OCC(=O)Cl (ethoxyacetyl chloride). Run in C(C)#N (acetonitrile). Reaction conditions: time 5 minute. Product: Cl.BrC1=CN=C2C(=C(C=NC2=C1)NC(COCC)=O)NCC(C)(C)O (N-{7-bromo-4-[(2-hydroxy-2-methylpropyl)amino][1,5]naphthyridin-3-yl}-2-ethoxyacetamide hydrochloride). Isolated yield 81.1%. Reaction SMILES: [NH2:1][C:2]1[CH:3]=[N:4][C:5]2[C:10]([C:11]=1[NH:12][CH2:13][C:14]([CH3:17])([OH:16])[CH3:15])=[N:9][CH:8]=[C:7]([Br:18])[CH:6]=2.[CH2:19]([O:21][CH2:22][C:23]([Cl:25])=[O:24])[CH3:20]>C(#N)C>[ClH:25].[Br:18][C:7]1[CH:6]=[C:5]2[C:10]([C:11]([NH:12][CH2:13][C:14]([OH:16])([CH3:15])[CH3:17])=[C:2]([NH:1][C:23](=[O:24])[CH2:22][O:21][CH2:19][CH3:20])[CH:3]=[N:4]2)=[N:9][CH:8]=1 |f:3.4|. Reported procedure: A mixture of 1-[(3-amino-7-bromo[1,5]naphthyridin-4-yl)amino]-2-methylpropan-2-ol (100.0 g, 321.4 mmol) and acetonitrile (1 L) was stirred for five minutes and ethoxyacetyl chloride (43.3 g, 353.3 mmol) was added. The reaction was stirred overnight at room temperature. The solid product was isolated by filtration and washed with acetonitrile (200 mL) to provide 113 g of N-{7-bromo-4-[(2-hydroxy-2-methylpropyl)amino][1,5]naphthyridin-3-yl}-2-ethoxyacetamide hydrochloride as a yellow solid. The reactants are OC1=C(C=C(C=2C(C3=C(C(=CC(=C3C(C12)=O)[N+](=O)[O-])S(=O)(=O)O)O)=O)[N+](=O)[O-])S(=O)(=O)O (1,5-dihydroxy-4,8-dinitro-anthraquinone-2,6-disulphonic acid), 270, S(O)(O)(=O)=O (sulphuric acid), S([O-])(O)(=O)=O.[Na+] (sodium bisulphate). Yields the product 81, OC1=CC=CC=2C(C3=C(C=CC=C3C(C12)=O)O)=O (1,5-dihydroxy-anthraquinone). Reaction SMILES: [OH:1][C:2]1[C:15]2[C:14](=[O:16])[C:13]3[C:8](=[C:9]([OH:24])[C:10](S(O)(=O)=O)=[CH:11][C:12]=3[N+]([O-])=O)[C:7](=[O:25])[C:6]=2[C:5]([N+]([O-])=O)=[CH:4][C:3]=1S(O)(=O)=O.S(=O)(=O)(O)O.S(=O)(=O)(O)[O-].[Na+]>>[OH:1][C:2]1[C:15]2[C:14](=[O:16])[C:13]3[C:8](=[C:9]([OH:24])[CH:10]=[CH:11][CH:12]=3)[C:7](=[O:25])[C:6]=2[CH:5]=[CH:4][CH:3]=1 |f:2.3|. Reported procedure: 140 Parts of 1,5-dihydroxy-4,8-dinitro-anthraquinone-2,6-disulphonic acid in the form of 270 parts of an aqueous paste, containing sulphuric acid and sodium bisulphate and obtained by sulphonation and nitration of 81 parts of 1,5-dihydroxy-anthraquinone, are entered with stirring at 40° into 700 parts of water. 60 Parts of hydrazine hydrate are then added dropwise over the course of 90 minutes. The pH of the reaction mass immediately rises from 1,7 to 4 and then to 6.5. This value is kept by the... Reactants: C1(=CC=CC=C1)CN1C(CN(CC1)CC1=CC=CC=C1)CO (1,4-bis(phenylmethyl)-2-piperazinemethanol), CS(=O)(=O)Cl (methanesulfonyl chloride). Solvent: ClCCl (dichloromethane), C(C)N(CC)CC (triethylamine). Run at time 48 hour. Product: O(C1=CC=CC=C1)CC1CN(CCN1CC1=CC=CC=C1)CC1=CC=CC=C1 (3-phenoxymethyl-1,4-bis(phenylmethyl)piperazine). As a reaction SMILES: [C:1]1([CH2:7][N:8]2[CH2:13][CH2:12][N:11]([CH2:14][C:15]3[CH:20]=[CH:19][CH:18]=[CH:17][CH:16]=3)[CH2:10][CH:9]2[CH2:21][OH:22])[CH:6]=[CH:5][CH:4]=[CH:3][CH:2]=1.CS(Cl)(=O)=O>ClCCl.C(N(CC)CC)C>[O:22]([CH2:21][CH:9]1[N:8]([CH2:7][C:1]2[CH:2]=[CH:3][CH:4]=[CH:5][CH:6]=2)[CH2:13][CH2:12][N:11]([CH2:14][C:15]2[CH:20]=[CH:19][CH:18]=[CH:17][CH:16]=2)[CH2:10]1)[C:1]1[CH:6]=[CH:5][CH:4]=[CH:3][CH:2]=1. Reported procedure: A 6 g portion of 1,4-bis(phenylmethyl)-2-piperazinemethanol was dissolved in 90 ml of dichloromethane together with 4.26 ml of triethylamine and then cooled to 0°-5° C. A 2.04 ml portion of methanesulfonyl chloride was added and the mixture was allowed to warm to room temperature over 2 hours. The mixture was washed with ice cold sodium bicarbonate solution, followed twice with ice water, dried, filtered and evaporated. The residue was dissolved in dimethylformamide and added to a solution of 2....